The task is: describe an organic reaction: reactants, conditions, products, and yield. This data is from the Open Reaction Database (ORD), a public repository of structured organic reaction records. Reactants: FC1=C(C(=CC=C1F)[N+](=O)[O-])OC[C@@H](C)O (2,3-difluoro-6-nitro-{[(R)-2-hydroxypropyl]oxy}benzene). The reagents and catalysts are [Pd] (palladium on charcoal). The solvent is C(C)O (ethanol). Product: FC1=C(C(=CC=C1F)N)OC[C@@H](C)O (2,3-Difluoro-6-amino-{[(R)-2-hydroxypropyl]oxy}benzene). Yield: 91.4%. Reaction SMILES: [F:1][C:2]1[C:7]([F:8])=[CH:6][CH:5]=[C:4]([N+:9]([O-])=O)[C:3]=1[O:12][CH2:13][C@H:14]([OH:16])[CH3:15]>C(O)C.[Pd]>[F:1][C:2]1[C:7]([F:8])=[CH:6][CH:5]=[C:4]([NH2:9])[C:3]=1[O:12][CH2:13][C@H:14]([OH:16])[CH3:15]. Procedure details: To a solution of 3.1 g of 2,3-difluoro-6-nitro-{[(R)-2-hydroxypropyl]oxy}benzene (VIIIR, Xa=Xb=F) in 50 ml of ethanol was added 500 mg of 5% palladium on charcoal. Catalytic reduction was performed under atmospheric pressure at room temperature. When the absorption of hydrogen ceased, the catalyst was removed by filtration and the solvent was removed from the filtrate under reduced pressure. The residue was purified through silica gel column chromatography to yield 2.47 g of the titled compound. Starting materials: ClCCSC (2-chloroethyl-methylsulfide), C(C)(C)(C)C1=NNC(=N1)S (3-tert-butyl-5-mercapto-1,2,4-triazole). The solvent is CC[O-].[Na+] (sodium ethylate). Run at temperature 80 celsius, time 2 hour. The product is C(C)(C)(C)C1=NNC(=N1)SCCSC (3-tert-butyl-5-(2-methylthioethylthio)-1,2,4-triazole). As a reaction SMILES: Cl[CH2:2][CH2:3][S:4][CH3:5].[C:6]([C:10]1[N:14]=[C:13]([SH:15])[NH:12][N:11]=1)([CH3:9])([CH3:8])[CH3:7]>CC[O-].[Na+]>[C:6]([C:10]1[N:14]=[C:13]([S:15][CH2:2][CH2:3][S:4][CH3:5])[NH:12][N:11]=1)([CH3:9])([CH3:8])[CH3:7] |f:2.3|. Procedure: 15 g of 2-chloroethyl-methylsulfide are added dropwise to a solution of 15.7 g of 3-tert-butyl-5-mercapto-1,2,4-triazole in ethanolic sodium ethylate (2.3 g of sodium in 300 ml of ethanol). The reaction mixture is stirred for 2 hours at 80° C., then cooled and filtered. The solvent is removed in vacuo and the residue is taken up in 300 ml of chloroform and extracted with 100 ml of water. The solvent is removed by distillation and the crude product is washed with cold petroleum ether, yielding 3-... Starting materials: C(O)([O-])=O.[Na+] (sodium hydrogencarbonate), C(CC)(=O)Cl (propionyl chloride), N1(CCCCC1)CC1=CC(=NC=C1)OC\C=C/CNC(CSCCO)=O (N-[4-(4-piperidinomethyl-2-pyridyloxy) -cis-2-butenyl]-2-(2-hydroxyethylthio)acetamide), ice water. The solvent is N1=CC=CC=C1 (pyridine). Conditions: time 2 hour. Yields the product N1(CCCCC1)CC1=CC(=NC=C1)OC\C=C/CNC(CSCCOC(CC)=O)=O (N-[4-(4-Piperidinomethyl-2-pyridyloxy)-cis-2-butenyl]-2-(2-propionyloxyethylthio)acetamide). The yield is 85.0%. Reaction SMILES: [C:1](Cl)(=[O:4])[CH2:2][CH3:3].[N:6]1([CH2:12][C:13]2[CH:18]=[CH:17][N:16]=[C:15]([O:19][CH2:20]/[CH:21]=[CH:22]\[CH2:23][NH:24][C:25](=[O:31])[CH2:26][S:27][CH2:28][CH2:29][OH:30])[CH:14]=2)[CH2:11][CH2:10][CH2:9][CH2:8][CH2:7]1.C(=O)([O-])O.[Na+]>N1C=CC=CC=1>[N:6]1([CH2:12][C:13]2[CH:18]=[CH:17][N:16]=[C:15]([O:19][CH2:20]/[CH:21]=[CH:22]\[CH2:23][NH:24][C:25](=[O:31])[CH2:26][S:27][CH2:28][CH2:29][O:30][C:1](=[O:4])[CH2:2][CH3:3])[CH:14]=2)[CH2:11][CH2:10][CH2:9][CH2:8][CH2:7]1 |f:2.3|. Procedure details: 0.09 ml of propionyl chloride was added to a mixture of 0.40 g of N-[4-(4-piperidinomethyl-2-pyridyloxy) -cis-2-butenyl]-2-(2-hydroxyethylthio)acetamide (prepared as described in Example 1) and 1.02 ml of pyridine, and the resulting mixture was allowed to stand at room temperature for 2 hours. At the end of this time, the reaction mixture was poured into ice-water, and a saturated aqueous solution of sodium hydrogencarbonate was added to the resulting mixture, after which it was extracted with c...